This data is from the Open Reaction Database (ORD), a public repository of structured organic reaction records. The task is: describe an organic reaction: reactants, conditions, products, and yield Reactants: CO, O=CO, Cc1cccc(C(C)C)c1N, O=Cc1ccccn1. Yields the product Cc1cccc(C(C)C)c1N=Cc1ccccn1. As a reaction SMILES: [CH3:23][OH:24].[CH:20]([OH:21])=[O:22].[CH:9]([CH3:10])([CH3:11])[c:12]1[c:13]([NH2:14])[c:15]([CH3:19])[cH:16][cH:17][cH:18]1.[n:1]1[c:2]([CH:7]=[O:8])[cH:3][cH:4][cH:5][cH:6]1>>[n:1]1[c:2]([CH:7]=[N:14][c:13]2[c:12]([CH:9]([CH3:10])[CH3:11])[cH:18][cH:17][cH:16][c:15]2[CH3:19])[cH:3][cH:4][cH:5][cH:6]1. Reactants: CC(C)(C)OC(=O)NC(Cc1ccccc1)CC1OC(C)(C)N(C(=O)OCc2ccccc2)C1Cc1ccc(OC(=O)C(F)(F)F)cc1, CCCC[Sn](CCCC)(CCCC)c1ccc(C)cn1, [Cl-], [Li+], CN(C)C=O, Cl[Pd]Cl, c1ccc(P(c2ccccc2)c2ccccc2)cc1, c1ccc(P(c2ccccc2)c2ccccc2)cc1. The product is Cc1ccc(-c2ccc(CC3C(CC(Cc4ccccc4)NC(=O)OC(C)(C)C)OC(C)(C)N3C(=O)OCc3ccccc3)cc2)nc1. RXN SMILES: [CH2:1]([c:2]1[cH:3][cH:4][cH:5][cH:6][cH:7]1)[O:8][C:9](=[O:10])[N:11]1[C:12]([CH3:47])([CH3:48])[O:13][CH:14]([CH2:30][CH:31]([CH2:32][c:33]2[cH:34][cH:35][cH:36][cH:37][cH:38]2)[NH:39][C:40](=[O:41])[O:42][C:43]([CH3:44])([CH3:45])[CH3:46])[CH:15]1[CH2:16][c:17]1[cH:18][cH:19][c:20]([O:23][C:24](=[O:25])[C:26]([F:27])([F:28])[F:29])[cH:21][cH:22]1.[CH3:51][c:52]1[cH:53][cH:54][c:55]([Sn:58]([CH2:59][CH2:60][CH2:61][CH3:62])([CH2:63][CH2:64][CH2:65][CH3:66])[CH2:67][CH2:68][CH2:69][CH3:70])[n:56][cH:57]1.[Cl-:49].[Li+:50].[O:71]=[CH:72][N:73]([CH3:74])[CH3:75].[Pd:76]([Cl:77])[Cl:78].[c:79]1([P:80]([c:81]2[cH:82][cH:83][cH:84][cH:85][cH:86]2)[c:87]2[cH:88][cH:89][cH:90][cH:91][cH:92]2)[cH:93][cH:94][cH:95][cH:96][cH:97]1.[c:98]1([P:99]([c:100]2[cH:101][cH:102][cH:103][cH:104][cH:105]2)[c:106]2[cH:107][cH:108][cH:109][cH:110][cH:111]2)[cH:112][cH:113][cH:114][cH:115][cH:116]1>>[CH2:1]([c:2]1[cH:3][cH:4][cH:5][cH:6][cH:7]1)[O:8][C:9](=[O:10])[N:11]1[C:12]([CH3:47])([CH3:48])[O:13][CH:14]([CH2:30][CH:31]([CH2:32][c:33]2[cH:34][cH:35][cH:36][cH:37][cH:38]2)[NH:39][C:40](=[O:41])[O:42][C:43]([CH3:44])([CH3:45])[CH3:46])[CH:15]1[CH2:16][c:17]1[cH:18][cH:19][c:20](-[c:55]2[cH:54][cH:53][c:52]([CH3:51])[cH:57][n:56]2)[cH:21][cH:22]1. The reactants are O=C(O)c1cc2c(OCc3coc4cc(OCC5CC5)ccc34)cccc2[nH]1, CC1CN(CCC2(O)CCC(N)CC2)CCC1O. The product is CC1CN(CCC2(O)CCC(NC(=O)c3cc4c(OCc5coc6cc(OCC7CC7)ccc56)cccc4[nH]3)CC2)CCC1O. As a reaction SMILES: [CH:1]1([CH2:4][O:5][c:6]2[cH:7][c:8]3[c:9]([c:10]([CH2:13][O:14][c:15]4[c:16]5[cH:17][c:18]([C:24](=[O:25])[OH:26])[nH:19][c:20]5[cH:21][cH:22][cH:23]4)[cH:11][o:12]3)[cH:27][cH:28]2)[CH2:2][CH2:3]1.[NH2:29][CH:30]1[CH2:31][CH2:32][C:33]([OH:36])([CH2:37][CH2:38][N:39]2[CH2:40][CH:41]([CH3:46])[CH:42]([OH:45])[CH2:43][CH2:44]2)[CH2:34][CH2:35]1>>[CH:1]1([CH2:4][O:5][c:6]2[cH:7][c:8]3[c:9]([c:10]([CH2:13][O:14][c:15]4[c:16]5[cH:17][c:18]([C:24](=[O:25])[NH:29][CH:30]6[CH2:31][CH2:32][C:33]([OH:36])([CH2:37][CH2:38][N:39]7[CH2:40][CH:41]([CH3:46])[CH:42]([OH:45])[CH2:43][CH2:44]7)[CH2:34][CH2:35]6)[nH:19][c:20]5[cH:21][cH:22][cH:23]4)[cH:11][o:12]3)[cH:27][cH:28]2)[CH2:2][CH2:3]1. Starting materials: C(C)(C)(C)OC(CCC(CCC(=O)OC(C)(C)C)(C(C)=O)C(C)=O)=O (4,4-Diacetyl-heptanedioic acid di-tert-butyl ester), Cl (hydrochloric acid). The solvent is C(C)(C)(C)O (tert-butanol), O (water). The product is C(C)(=O)C(CCC(=O)O)(CCC(=O)O)C(C)=O (4,4-diacetyl-heptanedioic acid). Isolated yield 69.0%. RXN SMILES: C([O:5][C:6](=[O:25])[CH2:7][CH2:8][C:9]([C:22](=[O:24])[CH3:23])([C:19](=[O:21])[CH3:20])[CH2:10][CH2:11][C:12]([O:14]C(C)(C)C)=[O:13])(C)(C)C.Cl>C(O)(C)(C)C.O>[C:22]([C:9]([C:19](=[O:21])[CH3:20])([CH2:10][CH2:11][C:12]([OH:14])=[O:13])[CH2:8][CH2:7][C:6]([OH:25])=[O:5])(=[O:24])[CH3:23]. Reported procedure: 4,4-Diacetyl-heptanedioic acid di-tert-butyl ester was hydrolyzed at 95° C. over 5 hours using a mixture of tert-butanol and water as solvent and 11 weight-% hydrochloric acid. The solvent was removed and the obtained crude product was recrystallized from a mixture of acetone and petroleum ether (1:1) to yield 4,4-diacetyl-heptanedioic acid as white crystals at a yield of 69%. (melting point: 176° C.; purity 94%; colorless). The reactants are Brc1cccc(Br)n1, Cc1ccccc1, CCN(C(C)C)C(C)C, NCC(O)CO. The product is OCC(O)CNc1cccc(Br)n1. Reaction SMILES: [Br:1][c:2]1[n:3][c:4]([Br:8])[cH:5][cH:6][cH:7]1.[CH3:24][c:25]1[cH:26][cH:27][cH:28][cH:29][cH:30]1.[CH:15]([N:16]([CH2:17][CH3:18])[CH:19]([CH3:20])[CH3:21])([CH3:22])[CH3:23].[NH2:9][CH2:10][CH:11]([CH2:12][OH:13])[OH:14]>>[c:2]1([NH:9][CH2:10][CH:11]([CH2:12][OH:13])[OH:14])[n:3][c:4]([Br:8])[cH:5][cH:6][cH:7]1. As a reaction SMILES: [F:1][C:2]([F:7])([F:6])[C:3]([OH:5])=[O:4].O.C(OC([NH:16][CH2:17][CH2:18][CH2:19][CH2:20][CH2:21][CH2:22][NH:23][C:24]([N:26]1[CH:33]=[C:32]([F:34])[C:30](=[O:31])[NH:29][C:27]1=[O:28])=[O:25])=O)(C)(C)C.C1(C)C=CC=CC=1>C(Cl)(Cl)Cl>[NH2:16][CH2:17][CH2:18][CH2:19][CH2:20][CH2:21][CH2:22][NH:23][C:24]([N:26]1[CH:33]=[C:32]([F:34])[C:30](=[O:31])[NH:29][C:27]1=[O:28])=[O:25].[F:1][C:2]([F:7])([F:6])[C:3]([OH:5])=[O:4]. Reaction conditions: time 8 hour. Procedure details: In 10 ml of a mixed solution of anhydrous trifluoroacetic acid: water=9:1 was suspended 0.74 g (2 mmole) of 1-[6-(t-butoxycarbonylamino)-n-hexylcarbamoyl]-5-fluorouracil under ice-cooling. When the suspension was stirred under ice-cooling, it was gradually dissolved to form a uniform solution. After stirring about one hour, the mixture was condensed under reduced pressure. To the residue was added 50 ml of toluene, and azeotropically dehydrated by reduced pressure condensation. To the residue wa... Reactants: C1(=CC=CC=C1)C (toluene), C(C)(C)(C)OC(=O)NCCCCCCNC(=O)N1C(=O)NC(=O)C(=C1)F (1-[6-(t-butoxycarbonylamino)-n-hexylcarbamoyl]-5-fluorouracil), FC(C(=O)O)(F)F (trifluoroacetic acid), O (water), C1(=CC=CC=C1)C (toluene). The solvent is C(Cl)(Cl)Cl (chloroform), mixed solution. Product: NCCCCCCNC(=O)N1C(=O)NC(=O)C(=C1)F (1-(6-amino-n-hexylcarbamoyl)-5-fluorouracil), FC(C(=O)O)(F)F (trifluoroacetic acid).